This data is from the Open Reaction Database (ORD), a public repository of structured organic reaction records. The task is: describe an organic reaction: reactants, conditions, products, and yield Starting materials: C(C1=CC=CC=C1)C1(CCNCC1)C(=O)OCC (ethyl 4-benzylpiperidine-4-carboxylate), CCN(C(C)C)C(C)C (DIPEA), BrC=1C=NC(=NC1)Cl (5-bromo-2-chloropyrimidine), CCCCCC (hexane). Solvent: CCO (EtOH). Conditions: time 10 minute. Yields the product C(C1=CC=CC=C1)C1(CCN(CC1)C1=NC=C(C=N1)Br)C(=O)OCC (Ethyl 4-benzyl-1-(5-bromopyrimidin-2-yl)piperidine-4-carboxylate). Yield: 17.2%. Reaction SMILES: [CH2:1]([C:8]1([C:14]([O:16][CH2:17][CH3:18])=[O:15])[CH2:13][CH2:12][NH:11][CH2:10][CH2:9]1)[C:2]1[CH:7]=[CH:6][CH:5]=[CH:4][CH:3]=1.CCN(C(C)C)C(C)C.[Br:28][C:29]1[CH:30]=[N:31][C:32](Cl)=[N:33][CH:34]=1.CCCCCC>CCO>[CH2:1]([C:8]1([C:14]([O:16][CH2:17][CH3:18])=[O:15])[CH2:9][CH2:10][N:11]([C:32]2[N:33]=[CH:34][C:29]([Br:28])=[CH:30][N:31]=2)[CH2:12][CH2:13]1)[C:2]1[CH:3]=[CH:4][CH:5]=[CH:6][CH:7]=1. Procedure: To a solution of ethyl 4-benzylpiperidine-4-carboxylate (0.46 g, 1.86 mmol) in EtOH (10.0 mL) was added DIPEA (0.80 mL, 4.65 mmol) at rt which was stirred at rt for 10 minutes followed by addition of 5-bromo-2-chloropyrimidine (0.30 g, 1.55 mmol). The reaction was heated up to 70° C. for 1 h. After completion of reaction (by TLC), solvent was evaporated and the crude residue purified over 100-200 M silica-gel using 4% EtOAc:hexane to obtain the desired product as a yellow solid (0.108 g, 45% yie... The reactants are ClC1=CC=C(C=C1)C1=CC=C(COC(C(=O)OCC)(C(F)(F)F)C(F)(F)F)C=C1 (ethyl 2-[4-(4-chlorophenyl)benzyloxy]-3,3,3-trifluoro-2-trifluoromethylpropionate), [OH-].[Na+] (sodium hydroxide). Solvent: C(C)O (ethanol). Conditions: time 18 hour. Product: ClC1=CC=C(C=C1)C1=CC=C(COC(C(=O)O)(C(F)(F)F)C(F)(F)F)C=C1 (2-[4-(4-chlorophenyl)benzyloxy]-3,3,3-trifluoro-2-trifluoromethylpropionic acid). RXN SMILES: [Cl:1][C:2]1[CH:7]=[CH:6][C:5]([C:8]2[CH:29]=[CH:28][C:11]([CH2:12][O:13][C:14]([C:24]([F:27])([F:26])[F:25])([C:20]([F:23])([F:22])[F:21])[C:15]([O:17]CC)=[O:16])=[CH:10][CH:9]=2)=[CH:4][CH:3]=1.[OH-].[Na+]>C(O)C>[Cl:1][C:2]1[CH:7]=[CH:6][C:5]([C:8]2[CH:9]=[CH:10][C:11]([CH2:12][O:13][C:14]([C:20]([F:21])([F:22])[F:23])([C:24]([F:25])([F:26])[F:27])[C:15]([OH:17])=[O:16])=[CH:28][CH:29]=2)=[CH:4][CH:3]=1 |f:1.2|. Reported procedure: A mixture of ethyl 2-[4-(4-chlorophenyl)benzyloxy]-3,3,3-trifluoro-2-trifluoromethylpropionate (3.3 g.), N aqueous sodium hydroxide (15 ml.) and ethanol (80 ml.) is stirred at ambient temperature for 18 hours, filtered, and the filtrate is evaporated in vacuo. An aqueous suspension of the residual solid is acidified with concentrated hydrochloric acid. The solid is filtered off, washed with water, dried and crystallised from cyclohexane to give 2-[4-(4-chlorophenyl)benzyloxy]-3,3,3-trifluoro-2-t... The reactants are FC(C1=C(C=CC=C1)[Mg]Br)(F)F (2-(trifluoromethyl)phenylmagnesium bromide), CS(=O)(=O)C1=CC=C(C=O)C=C1 (4-(methylsulfonyl)benzaldehyde), FC(C1=C(C(C2=CC=CC=C2)O)C=CC(=C1)Cl)(F)F (2-(trifluoromethyl)-4-chlorobenzhydrol). The product is FC(C1=C(C(C2=CC=C(C=C2)S(=O)(=O)C)O)C=CC=C1)(F)F (2-(trifluoromethyl)-4′-(methylsulfonyl)benzhydrol). Yield: 108.6%. Reaction SMILES: [F:1][C:2]([F:12])([F:11])[C:3]1[CH:8]=[CH:7][CH:6]=[CH:5][C:4]=1[Mg]Br.[CH3:13][S:14]([C:17]1[CH:24]=[CH:23][C:20]([CH:21]=[O:22])=[CH:19][CH:18]=1)(=[O:16])=[O:15].FC(F)(F)C1C=C(Cl)C=CC=1C(O)C1C=CC=CC=1>>[F:1][C:2]([F:12])([F:11])[C:3]1[CH:8]=[CH:7][CH:6]=[CH:5][C:4]=1[CH:21]([OH:22])[C:20]1[CH:19]=[CH:18][C:17]([S:14]([CH3:13])(=[O:16])=[O:15])=[CH:24][CH:23]=1. Reported procedure: This material was prepared from 2-(trifluoromethyl)phenylmagnesium bromide (14.5 mmol) and 4-(methylsulfonyl)benzaldehyde (2.68 g, 13.8 mmol) using the procedure described for compound (96). The product was obtained as an amber gum (4.95 g, 100%).